Dataset: the Open Reaction Database (ORD), a public repository of structured organic reaction records. Task: describe an organic reaction: reactants, conditions, products, and yield Starting materials: BrCC1=C(C(=O)OC)C=CN=C1Cl (methyl 3-(bromomethyl)-2-chloroisonicotinate), Cl.FC(COC1=C(C=C(C=C1)CN)OC)F ((4-(2,2-difluoroethoxy)-3-methoxyphenyl)methanamine hydrochloride). The product is ClC1=NC=CC2=C1CN(C2=O)CC2=CC(=C(C=C2)OCC(F)F)OC (4-chloro-2-(4-(2,2-difluoroethoxy)-3-methoxybenzyl)-2,3-dihydro-1H-pyrrolo[3,4-c]pyridin-1-one). The yield is 35.0%. RXN SMILES: Br[CH2:2][C:3]1[C:12]([Cl:13])=[N:11][CH:10]=[CH:9][C:4]=1[C:5]([O:7]C)=O.Cl.[F:15][CH:16]([F:29])[CH2:17][O:18][C:19]1[CH:24]=[CH:23][C:22]([CH2:25][NH2:26])=[CH:21][C:20]=1[O:27][CH3:28]>>[Cl:13][C:12]1[C:3]2[CH2:2][N:26]([CH2:25][C:22]3[CH:23]=[CH:24][C:19]([O:18][CH2:17][CH:16]([F:29])[F:15])=[C:20]([O:27][CH3:28])[CH:21]=3)[C:5](=[O:7])[C:4]=2[CH:9]=[CH:10][N:11]=1 |f:1.2|. Reported procedure: The title compound is prepared in 35% yield (74 mg, white solid) from methyl 3-(bromomethyl)-2-chloroisonicotinate (150 mg, 0.57 mmol) and (4-(2,2-difluoroethoxy)-3-methoxyphenyl)methanamine hydrochloride (144 mg, 0.57 mmol, Amine-32) in a similar manner to Intermediate-2. The solvent is ClCCl (dichloromethane). Product: ClC=1C=C(C2=CC=CC(=C2C1OCOC)CC)C=O (3-Chloro-5-ethyl-4-methoxymethoxy-1-naphthalenecarbaldehyde). RXN SMILES: [Cl:1][C:2]1[CH:3]=[C:4]([CH:15]=[O:16])[C:5]2[C:10]([C:11]=1[OH:12])=[C:9]([CH2:13][CH3:14])[CH:8]=[CH:7][CH:6]=2.[CH3:17][O:18][CH2:19]Cl.C(N(CC)C(C)C)(C)C>ClCCl>[Cl:1][C:2]1[CH:3]=[C:4]([CH:15]=[O:16])[C:5]2[C:10]([C:11]=1[O:12][CH2:17][O:18][CH3:19])=[C:9]([CH2:13][CH3:14])[CH:8]=[CH:7][CH:6]=2. Starting materials: ClC=1C=C(C2=CC=CC(=C2C1O)CC)C=O (3-chloro-5-ethyl-4-hydroxy-1-naphthalenecarbaldehyde), COCCl (chloromethyl methyl ether), C(C)(C)N(C(C)C)CC (N,N-diisopropylethylamine). Reported procedure: 1.0 g of 3-chloro-5-ethyl-4-hydroxy-1-naphthalenecarbaldehyde, 0.91 ml of chloromethyl methyl ether and 3.5 ml of N,N-diisopropylethylamine were dissolved in 10 ml of dichloromethane, and reacted at room temperature for 4 hours. The reaction solution was concentrated under reduced pressure and the resultant residue was purified by silica gel column chromatography (5% ethyl acetate/hexane) to obtain 0.74 g of the captioned compound as a brown oily substance.